From a dataset of the Open Reaction Database (ORD), a public repository of structured organic reaction records. describe an organic reaction: reactants, conditions, products, and yield The reactants are C1(=CC=C(C=C1)S(=O)(=O)OC[C@H]1CO1)C ((R)-glycidyl 4-toluenesulphonate), O (water), C([O-])([O-])=O.[K+].[K+] (Potassium carbonate), C(=O)C1=C2C=C(NC2=CC=C1O)C(=O)OCC (ethyl 4-formyl-5-hydroxyindole-2-carboxylate). Solvent: CN(C=O)C (dimethylformamide), CN(C=O)C (dimethylformamide). Run at time 10 minute. Product: O1[C@@H](COC=2C(=C3C=C(NC3=CC2)C(=O)OCC)C=O)C1 (ethyl (R)-5-(2,3-epoxypropoxy)-4-formylindole-2-carboxylate). The yield is 57.5%. Reaction SMILES: C(=O)([O-])[O-].[K+].[K+].[CH:7]([C:9]1[C:17]([OH:18])=[CH:16][CH:15]=[C:14]2[C:10]=1[CH:11]=[C:12]([C:19]([O:21][CH2:22][CH3:23])=[O:20])[NH:13]2)=[O:8].C1(C)C=CC(S(O[CH2:34][C@@H:35]2[O:37][CH2:36]2)(=O)=O)=CC=1.O>CN(C)C=O>[O:37]1[CH2:36][C@@H:35]1[CH2:34][O:18][C:17]1[C:9]([CH:7]=[O:8])=[C:10]2[C:14](=[CH:15][CH:16]=1)[NH:13][C:12]([C:19]([O:21][CH2:22][CH3:23])=[O:20])=[CH:11]2 |f:0.1.2|. Procedure: Potassium carbonate (0.89 g) was added under nitrogen to a stirred solution of ethyl 4-formyl-5-hydroxyindole-2-carboxylate (1.50 g) in dry dimethylformamide (40 ml). A solution of (R)-glycidyl 4-toluenesulphonate (1.47 g) in dry dimethylformamide (30 ml) was then added and the mixture stirred at ambient temperature for 10 minutes, then at 60° C. for 3 hours. The mixture was poured into water (400 ml) and extracted with ethyl acetate (3×200 ml). The combined extracts were washed with brine (6×20... Starting materials: CC(C)(C)NS(=O)(=O)c1cncc(Br)c1, FC(F)n1ccnc1-c1ccccc1. The reagents and catalysts are CC(C)(C)c1ccc(-c2ccc(C(C)(C)C)cc2)cc1 (4,4'-di-tert-butylbiphenyl), CC(C)(C)C(=O)[O-].[K+] (KOPiv), Cl[Pd]CC=C.C=CC[Pd]Cl ([Pd(allyl)Cl]2), CN(C)c1ccc(P(C2CCCCC2)C2CCCCC2)cc1 (A-caPhos). The solvent is CC(=O)N(C)C (DMA), CC(=O)N(C)C (DMA), CC(=O)N(C)C (DMA). Run at temperature 120 celsius, time 24 hour. The product is CC(C)(C)NS(=O)(=O)c1cncc(-c2cnc(-c3ccccc3)n2C(F)F)c1. Isolated yield 24.4%. Reactants: O=C(Cl)OCCCl, ClCCl, C1=C(c2cc3ccccc3s2)CCN(Cc2ccccc2)C1. Yields the product Clc1ccc(CN2CC=C(c3cc4ccccc4s3)CC2)cc1. RXN SMILES: [Cl:23][C:24]([O:25][CH2:26][CH2:27][Cl:28])=[O:29].[Cl:30][CH2:31][Cl:32].[s:1]1[c:2]([C:10]2=[CH:15][CH2:14][N:13]([CH2:16][c:17]3[cH:18][cH:19][cH:20][cH:21][cH:22]3)[CH2:12][CH2:11]2)[cH:3][c:4]2[c:5]1[cH:6][cH:7][cH:8][cH:9]2>>[s:1]1[c:2]([C:10]2=[CH:15][CH2:14][N:13]([CH2:16][c:17]3[cH:18][cH:19][c:20]([Cl:23])[cH:21][cH:22]3)[CH2:12][CH2:11]2)[cH:3][c:4]2[c:5]1[cH:6][cH:7][cH:8][cH:9]2. Reactants: Cl.C(C)OC(C(C1=NC=C(C=C1)CN1CCOCC1)C1=C(C=CC(=C1)C#N)[N+](=O)[O-])=O ((5-Cyano-2-nitro-phenyl)-(5-morpholin-4-ylmethyl-pyridin-2-yl)-acetic acid ethyl ester HCl), C(O)([O-])=O.[Na+] (sodium hydrogen carbonate), ammonium sulphide. Solvent: O (water), O (water), C1(=CC=CC=C1)C (toluene). Reaction conditions: time 25 minute. Product: ON1C(=C(C2=CC(=CC=C12)C#N)C1=NC=C(C=C1)CN1CCOCC1)O (1,2-Dihydroxy-3-(5-morpholin-4-ylmethyl-pyridin-2-yl)-1H-indole-5-carbonitrile). The yield is 76.0%. Reaction SMILES: Cl.C([O:4][C:5](=O)[CH:6]([C:20]1[CH:25]=[C:24]([C:26]#[N:27])[CH:23]=[CH:22][C:21]=1[N+:28]([O-])=[O:29])[C:7]1[CH:12]=[CH:11][C:10]([CH2:13][N:14]2[CH2:19][CH2:18][O:17][CH2:16][CH2:15]2)=[CH:9][N:8]=1)C.C(=O)([O-])O.[Na+].[NH4+]=S>C1(C)C=CC=CC=1.O>[OH:29][N:28]1[C:21]2[C:20](=[CH:25][C:24]([C:26]#[N:27])=[CH:23][CH:22]=2)[C:6]([C:7]2[CH:12]=[CH:11][C:10]([CH2:13][N:14]3[CH2:19][CH2:18][O:17][CH2:16][CH2:15]3)=[CH:9][N:8]=2)=[C:5]1[OH:4] |f:0.1,2.3|. Procedure details: (5-Cyano-2-nitro-phenyl)-(5-morpholin-4-ylmethyl-pyridin-2-yl)-acetic acid ethyl ester HCl (8.0 g, 17.9 mmol was slurried in toluene (80 ml) at room temperature and sodium hydrogen carbonate (7.52 g, 89.5 μmol) dissolved in water (50 ml) was added and the reaction mixture stirred at room temperature for 25 min. The organic phase was separated and washed with water and then concentrated to dryness and then redissolved in ethanol (80 ml) and the solution added to a preheated solution of ammonium s... Starting materials: [Na] (sodium), Cl (hydrochloric acid), NC1=CC=CC=C1 (aniline), OC=1CC(CC(C1)=O)C(=O)O (3-hydroxy-5-keto-3-cyclohexenecarboxylic acid), [Cl-].C1(=CC=CC=C1)[N+]#N (phenyl diazonium chloride), N(=O)[O-].[Na+] (sodium nitrite). Run in O (water), CO (methanol), O (water). The product is OC=1CC(CC(C1N=NC1=CC=CC=C1)=O)C(=O)O (3-hydroxy-5-keto-4-phenylazo-3-cyclohexenecarboxylic acid). As a reaction SMILES: [Na].[OH:2][C:3]1[CH2:4][CH:5]([C:10]([OH:12])=[O:11])[CH2:6][C:7](=[O:9])[CH:8]=1.[Cl-].[C:14]1([N+:20]#[N:21])[CH:19]=[CH:18][CH:17]=[CH:16][CH:15]=1.NC1C=CC=CC=1.Cl.N([O-])=O.[Na+]>O.CO>[OH:2][C:3]1[CH2:4][CH:5]([C:10]([OH:12])=[O:11])[CH2:6][C:7](=[O:9])[C:8]=1[N:21]=[N:20][C:14]1[CH:19]=[CH:18][CH:17]=[CH:16][CH:15]=1 |f:2.3,6.7,^1:0|. Reported procedure: 13.8 G. of sodium were dissolved in 900 ml. of methanol. 46.8 G. of 3-hydroxy-5-keto-3-cyclohexenecarboxylic acid were added to this solution. The mixture was stirred, maintained between -4° C. and -8° C. with a cooling bath and treated over a period of 30 minutes with a phenyl diazonium chloride solution prepared from 27.9 g. of aniline, 450 ml. of water, 72 ml. of concentrated hydrochloric acid and 21.0 g. of sodium nitrite in 90 ml. of water. The mixture was stirred -5° C. to -10° C. for an a... Starting materials: FC1=C(C=C(C(=C1)[N+](=O)[O-])F)C (2,5-difluoro-4-nitrotoluene), NCC(=O)[O-].[Na+] (sodium glycinate). Solvent: CN(C)C=O (DMF), O (water). Run at temperature 28 celsius, time 8 hour. Product: [Na+].FC1=CC(=C(C=C1C)NCC(=O)[O-])[N+](=O)[O-] (N-(4-Fluoro-5-methyl--nitrophenyl)glycine sodium salt). As a reaction SMILES: [F:1][C:2]1[CH:7]=[C:6]([N+:8]([O-:10])=[O:9])[C:5](F)=[CH:4][C:3]=1[CH3:12].[NH2:13][CH2:14][C:15]([O-:17])=[O:16].[Na+:18]>CN(C=O)C.O>[Na+:18].[F:1][C:2]1[C:3]([CH3:12])=[CH:4][C:5]([NH:13][CH2:14][C:15]([O-:17])=[O:16])=[C:6]([N+:8]([O-:10])=[O:9])[CH:7]=1 |f:1.2,5.6|. Procedure: To a stirred solution of 2,5-difluoro-4-nitrotoluene (0.550 g. 3.18 mmol) in DMF (5.0 mL) was added dropwise a solution of sodium glycinate (0.308 g, 3.18 mmol, Aldrich, used as received) in water (1.0 mL). The resulting suspension was stirred at 28° C. overnight. The solid was filtered and dried under vacuum to give 0.168 g (23%) of crude product. It was purified as follows. 0.150 g material was boiled in ethyl acetate (5.0 mL) and filtered while hot to give 0.134 g (18%) of the pure (1H NMR) t...